The task is: describe an organic reaction: reactants, conditions, products, and yield. This data is from the Open Reaction Database (ORD), a public repository of structured organic reaction records. Run at time 24 hour. Reported procedure: A solution of 8-amino-5-bromo-2-methylisoquinolin-1(2H)-one (Compound 123A, 2.83 g, 10.0 mmol) in a mixture of methanol (120 mL) and acetic acid (5 mL) was hydrogenated over 5% Pd/C (500 mg) under pressure for 24 h. Another batch of 5% Pd/C (400 mg) was added to the reaction mixture and the hydrogenation was continued for a further 24 h. TLC (5% MeOH in CH2Cl2) showed the reaction was complete. The catalyst was filtered off and the filtrate was evaporated to dryness to give a residue, which was ... Yield: 23.0%. The reagents and catalysts are [Pd] (Pd/C), [Pd] (Pd/C). The reactants are NC=1C=CC(=C2C=CN(C(C12)=O)C)Br (8-amino-5-bromo-2-methylisoquinolin-1(2H)-one), NC=1C=CC(=C2C=CN(C(C12)=O)C)Br (8-amino-5-bromo-2-methylisoquinolin-1(2H)-one). The product is NC=1C=CC=C2C=CN(C(C12)=O)C (8-Amino-2-methylisoquinolin-1(2H)-one). Reaction SMILES: [NH2:1][C:2]1[CH:3]=[CH:4][C:5](Br)=[C:6]2[C:11]=1[C:10](=[O:12])[N:9]([CH3:13])[CH:8]=[CH:7]2>CO.C(O)(=O)C.C(Cl)Cl.[Pd]>[NH2:1][C:2]1[CH:3]=[CH:4][CH:5]=[C:6]2[C:11]=1[C:10](=[O:12])[N:9]([CH3:13])[CH:8]=[CH:7]2. Run in CO (methanol), C(C)(=O)O (acetic acid), CO (MeOH), C(Cl)Cl (CH2Cl2). The reactants are NC=1SC2=C(N1)C=CC(=C2)OC=2C=C(C(=O)NC1=CC(=CC=C1)C(F)(F)F)C=CC2 (3-[(2-amino-1,3-benzothiazol-6-yl)oxy]-N-[3-(trifluoromethyl)phenyl]benzamide), C(C)(=O)OCC(=O)Cl (2-chloro-2-oxoethyl acetate), O (water). Solvent: CN(C=O)C (N,N-dimethylformamide). Conditions: time 6 hour. The product is C(CO)(=O)NC=1SC2=C(N1)C=CC(=C2)OC=2C=C(C(=O)NC1=CC(=CC=C1)C(F)(F)F)C=CC2 (3-{[2-(glycoloylamino)-1,3-benzothiazol-6-yl]oxy}-N-[3-(trifluoromethyl)phenyl]benzamide). The yield is 61.5%. Reaction SMILES: [NH2:1][C:2]1[S:3][C:4]2[CH:10]=[C:9]([O:11][C:12]3[CH:13]=[C:14]([CH:28]=[CH:29][CH:30]=3)[C:15]([NH:17][C:18]3[CH:23]=[CH:22][CH:21]=[C:20]([C:24]([F:27])([F:26])[F:25])[CH:19]=3)=[O:16])[CH:8]=[CH:7][C:5]=2[N:6]=1.C([O:34][CH2:35][C:36](Cl)=[O:37])(=O)C.O>CN(C)C=O>[C:35]([NH:1][C:2]1[S:3][C:4]2[CH:10]=[C:9]([O:11][C:12]3[CH:13]=[C:14]([CH:28]=[CH:29][CH:30]=3)[C:15]([NH:17][C:18]3[CH:23]=[CH:22][CH:21]=[C:20]([C:24]([F:27])([F:25])[F:26])[CH:19]=3)=[O:16])[CH:8]=[CH:7][C:5]=2[N:6]=1)(=[O:34])[CH2:36][OH:37]. Procedure: A solution of 3-[(2-amino-1,3-benzothiazol-6-yl)oxy]-N-[3-(trifluoromethyl)phenyl]benzamide (429 mg, 1.0 mmol) produced in Example A29(v) and 2-chloro-2-oxoethyl acetate (546 mg, 4.0 mmol) in N,N-dimethylformamide (5 mL) was stirred at room temperature for 6 hr. The reaction mixture was poured into water and the mixture was extracted with ethyl acetate. The organic layer was dried over anhydrous magnesium sulfate, and the solvent was evaporated under reduced pressure. The residue was dissolved i... The reactants are COc1ccsc1, ClC(Cl)Cl, O=S(=O)(O)Cl, O=P(Cl)(Cl)Cl. Yields the product COc1ccsc1S(=O)(=O)Cl. As a reaction SMILES: [CH3:6][O:7][c:8]1[cH:9][s:10][cH:11][cH:12]1.[Cl:18][CH:19]([Cl:20])[Cl:21].[Cl:1][S:2](=[O:3])(=[O:4])[OH:5].[P:13]([Cl:14])([Cl:15])([Cl:16])=[O:17]>>[Cl:1][S:2](=[O:3])(=[O:5])[c:9]1[c:8]([O:7][CH3:6])[cH:12][cH:11][s:10]1. Reactants: ClCCl, CS(=O)(=O)Cl, Cl, O, c1ccncc1, OCCOCCc1ccc2sccc2c1. The product is CS(=O)(=O)OCCOCCc1ccc2sccc2c1. RXN SMILES: [CH2:28]([Cl:29])[Cl:30].[CH3:16][S:17]([Cl:18])(=[O:19])=[O:20].[ClH:27].[OH2:31].[cH:21]1[cH:22][cH:23][n:24][cH:25][cH:26]1.[s:1]1[c:2]2[c:3]([cH:4][cH:5]1)[cH:6][c:7]([CH2:10][CH2:11][O:12][CH2:13][CH2:14][OH:15])[cH:8][cH:9]2>>[s:1]1[c:2]2[c:3]([cH:4][cH:5]1)[cH:6][c:7]([CH2:10][CH2:11][O:12][CH2:13][CH2:14][O:15][S:17]([CH3:16])(=[O:19])=[O:20])[cH:8][cH:9]2. Starting materials: C(C)(=O)NC1=CC=C(C=C1)SC1=C(C=C(C(=O)O)C=C1S(N)(=O)=O)NCC(C)C (4-(4-acetamidophenylmercapto)-3-isobutylamino-5-sulfamoylbenzoic acid), [OH-].[Na+] (sodium hydroxide). The reagents and catalysts are [Pt] (platinum), [Pt] (platinum). Product: NC1=CC=C(C=C1)SC1=C(C=C(C(=O)O)C=C1S(N)(=O)=O)NCC(C)C (4-(4-aminophenylmercapto)-3-isobutylamino-5-sulfamoylbenzoic acid). Reaction SMILES: C([NH:4][C:5]1[CH:10]=[CH:9][C:8]([S:11][C:12]2[C:20]([S:21](=[O:24])(=[O:23])[NH2:22])=[CH:19][C:15]([C:16]([OH:18])=[O:17])=[CH:14][C:13]=2[NH:25][CH2:26][CH:27]([CH3:29])[CH3:28])=[CH:7][CH:6]=1)(=O)C.[OH-].[Na+]>[Pt]>[NH2:4][C:5]1[CH:10]=[CH:9][C:8]([S:11][C:12]2[C:20]([S:21](=[O:24])(=[O:23])[NH2:22])=[CH:19][C:15]([C:16]([OH:18])=[O:17])=[CH:14][C:13]=2[NH:25][CH2:26][CH:27]([CH3:29])[CH3:28])=[CH:7][CH:6]=1 |f:1.2|. Procedure: The mixture of 3.5 g of 4-(4-acetamidophenylmercapto)-3-isobutylamino-5-sulfamoylbenzoic acid, 35 ml of 2 N aqueous sodium hydroxide and some colloidal platinum is refluxed for 1 hour under nitrogen, during which time the platinum coagulates. After cooling it is filtered, the filtrate acidified with acetic acid to a pH of 4-5, the precipitate formed is filtered off and recrystallized from aqueous ethanol, to yield the 4-(4-aminophenylmercapto)-3-isobutylamino-5-sulfamoylbenzoic acid melting at 2... The reactants are FC1=CC=C(C=C1)N=C=S (4-fluorophenyl isothiocyanate), Cl.NN1CCC(=CC1)C1=CC=CC=C1 (N-amino-4-phenyl-1,2,3,6-tetrahydropyridine hydrochloride), [OH-].[Na+] (sodium hydroxide). Run in O1CCOCC1 (dioxane), O1CCOCC1 (dioxane), O (water). Run at time 5 hour. Product: FC1=CC=C(C=C1)NC(=S)NN1CCC(=CC1)C1=CC=CC=C1 (N-[[(4-fluorophenyl)thiocarbamoyl]amino]-4-phenyl-1,2,3,6-tetrahydropyridine). Yield: 64.4%. Reaction SMILES: Cl.[NH2:2][N:3]1[CH2:8][CH:7]=[C:6]([C:9]2[CH:14]=[CH:13][CH:12]=[CH:11][CH:10]=2)[CH2:5][CH2:4]1.[OH-].[Na+].[F:17][C:18]1[CH:23]=[CH:22][C:21]([N:24]=[C:25]=[S:26])=[CH:20][CH:19]=1>O1CCOCC1.O>[F:17][C:18]1[CH:23]=[CH:22][C:21]([NH:24][C:25]([NH:2][N:3]2[CH2:4][CH:5]=[C:6]([C:9]3[CH:14]=[CH:13][CH:12]=[CH:11][CH:10]=3)[CH2:7][CH2:8]2)=[S:26])=[CH:20][CH:19]=1 |f:0.1,2.3|. Procedure: To a stirred solution of N-amino-4-phenyl-1,2,3,6-tetrahydropyridine hydrochloride (1.05 g) in a mixture of dioxane (10 ml) and water (5 ml) was added 1N sodium hydroxide solution (5 ml) under ice-bath cooling, and then a solution of 4-fluorophenyl isothiocyanate (1.15 g) in dioxane (5 ml) was added thereto. The mixture was stirred for 5 hours under ice-bath cooling. The reaction mixture was evaporated in vacuo and the residue was extracted several times with ethyl acetate. The combined extract ... Starting materials: OCC=1N=CN2C1CN(C(C1=C2C=CC=C1)=O)C (4,5-dihydro-3-(hydroxymethyl)-5-methyl-6H-imidazo[1,5-a][1,4]benzodiazepin-6-one). The reagents and catalysts are [O-2].[O-2].[Mn+4] (manganese dioxide). The solvent is C(Cl)Cl (methylene chloride). Reaction conditions: time 1 hour. The product is CN1CC=2N(C3=C(C1=O)C=CC=C3)C=NC2C=O (5,6-dihydro-5-methyl-6-oxo-4H-imidazo[1,5-a][1,4]benzodiazepine-3-carboxaldehyde). Reaction SMILES: [OH:1][CH2:2][C:3]1[N:4]=[CH:5][N:6]2[C:12]3[CH:13]=[CH:14][CH:15]=[CH:16][C:11]=3[C:10](=[O:17])[N:9]([CH3:18])[CH2:8][C:7]=12>[O-2].[O-2].[Mn+4].C(Cl)Cl>[CH3:18][N:9]1[C:10](=[O:17])[C:11]2[CH:16]=[CH:15][CH:14]=[CH:13][C:12]=2[N:6]2[CH:5]=[N:4][C:3]([CH:2]=[O:1])=[C:7]2[CH2:8]1 |f:1.2.3|. Reported procedure: A mixture of 12.2 g (50 mmol) of 4,5-dihydro-3-(hydroxymethyl)-5-methyl-6H-imidazo[1,5-a][1,4]benzodiazepin-6-one, 80.0 g of manganese dioxide and 500 ml of absolute methylene chloride is stirred at room temperature for 1 hour under an argon atmosphere and subsequently the manganese dioxide is filtered off under suction over Dicalit while rinsing with methylene chloride. The filtrate is evaporated to dryness in vacuo. After warming the residue in ca 150 ml of ethyl acetate, there is obtained 5,6...